Dataset: the Open Reaction Database (ORD), a public repository of structured organic reaction records. Task: describe an organic reaction: reactants, conditions, products, and yield Reaction SMILES: [Br:1][c:2]1[cH:3][n:4][cH:5][c:6]([Br:7])[cH:8]1.[C:20](=[O:21])([O-:22])[O-:23].[Cs+:24].[Cs+:25].[NH2:9][CH2:10][CH2:11][NH:12][C:13]([O:14][C:15]([CH3:16])([CH3:17])[CH3:18])=[O:19].[O:28]=[C:29]([CH:30]=[CH:31][c:32]1[cH:33][cH:34][cH:35][cH:36][cH:37]1)[CH:38]=[CH:39][c:40]1[cH:41][cH:42][cH:43][cH:44][cH:45]1.[O:46]=[C:47]([CH:48]=[CH:49][c:50]1[cH:51][cH:52][cH:53][cH:54][cH:55]1)[CH:56]=[CH:57][c:58]1[cH:59][cH:60][cH:61][cH:62][cH:63]1.[O:64]=[C:65]([CH:66]=[CH:67][c:68]1[cH:69][cH:70][cH:71][cH:72][cH:73]1)[CH:74]=[CH:75][c:76]1[cH:77][cH:78][cH:79][cH:80][cH:81]1.[Pd:26].[Pd:27]>>[c:2]1([NH:9][CH2:10][CH2:11][NH:12][C:13]([O:14][C:15]([CH3:16])([CH3:17])[CH3:18])=[O:19])[cH:3][n:4][cH:5][c:6]([Br:7])[cH:8]1. Reactants: Brc1cncc(Br)c1, O=C([O-])[O-], [Cs+], [Cs+], CC(C)(C)OC(=O)NCCN, O=C(C=Cc1ccccc1)C=Cc1ccccc1, O=C(C=Cc1ccccc1)C=Cc1ccccc1, O=C(C=Cc1ccccc1)C=Cc1ccccc1, [Pd], [Pd]. Product: CC(C)(C)OC(=O)NCCNc1cncc(Br)c1. Starting materials: O=C1NC2=C(N1[C@H]1[C@@H](CNCC1)C(=O)OC)C=CC=C2 (trans-4-(2-oxo-1-benzimidazolinyl)-3-methoxycarbonyl-piperidine), O=S1(N(C(C2=C1C=CC(=C2)Cl)=O)CCCCBr)=O (1,1-dioxido-2-(4-bromobutyl)-5-chloro-1,2-benzisothiazol-3(2H)-one). Run in C(Cl)Cl (methylene chloride). Product: O=S1(N(C(C2=C1C=CC(=C2)Cl)=O)CCCCN2C[C@H]([C@@H](CC2)N2C(NC1=C2C=CC=C1)=O)C(=O)OC)=O (trans-1,1-Dioxido-2-(4-(4-(2-oxo-1-benzimidazolinyl)-3-methoxycarbonyl-piperidin-1-yl)butyl)-5-chloro-1,2-benzisothiazol-3(2H)-one). As a reaction SMILES: [O:1]=[C:2]1[N:6]([C@@H:7]2[CH2:12][CH2:11][NH:10][CH2:9][C@H:8]2[C:13]([O:15][CH3:16])=[O:14])[C:5]2[CH:17]=[CH:18][CH:19]=[CH:20][C:4]=2[NH:3]1.[O:21]=[S:22]1(=[O:38])[C:26]2[CH:27]=[CH:28][C:29]([Cl:31])=[CH:30][C:25]=2[C:24](=[O:32])[N:23]1[CH2:33][CH2:34][CH2:35][CH2:36]Br>C(Cl)Cl>[O:38]=[S:22]1(=[O:21])[C:26]2[CH:27]=[CH:28][C:29]([Cl:31])=[CH:30][C:25]=2[C:24](=[O:32])[N:23]1[CH2:33][CH2:34][CH2:35][CH2:36][N:10]1[CH2:11][CH2:12][C@@H:7]([N:6]2[C:5]3[CH:17]=[CH:18][CH:19]=[CH:20][C:4]=3[NH:3][C:2]2=[O:1])[C@H:8]([C:13]([O:15][CH3:16])=[O:14])[CH2:9]1. Procedure: From (±)cis/trans-4-(2-oxo-1-benzimidazolinyl)-3-methoxycarbonyl-piperidine and 1,1-dioxido-2-(4-bromobutyl)-5-chloro-1,2-benzisothiazol-3(2H)-one (prepared as shown in Example 22) using the procedures described in Example 1, Step 3, there was obtained a white solid from methylene chloride, melting point 170-176° C. Analysis calculated for C25H27ClN4O6S: C, 54.89; H, 4.98; N, 10.24; found: C, 54.65; H, 4.98; N, 10.22. The NMR was consistent with the structure. Reactants: [Al+3], CC1(C)COc2ccc(Br)cc21, O=C(Cl)c1ccccc1, CCCCCC, CCOC(C)=O, [Cl-], [Cl-], [Cl-], ClCCl. Product: CC1(C)COc2c(C(=O)c3ccccc3)cc(Br)cc21. RXN SMILES: [Al+3:2].[Br:8][c:9]1[cH:10][cH:11][c:12]2[c:13]([cH:19]1)[C:14]([CH3:17])([CH3:18])[CH2:15][O:16]2.[C:20]([c:21]1[cH:22][cH:23][cH:24][cH:25][cH:26]1)(=[O:27])[Cl:28].[CH3:29][CH2:30][CH2:31][CH2:32][CH2:33][CH3:34].[CH3:35][CH2:36][O:37][C:38](=[O:39])[CH3:40].[Cl-:1].[Cl-:3].[Cl-:4].[Cl:5][CH2:6][Cl:7]>>[Br:8][c:9]1[cH:10][c:11]([C:20]([c:21]2[cH:22][cH:23][cH:24][cH:25][cH:26]2)=[O:27])[c:12]2[c:13]([cH:19]1)[C:14]([CH3:17])([CH3:18])[CH2:15][O:16]2. Reactants: ClCCl, Cc1ccccc1, N#CCCl, Nc1ccc(Cl)c(Cl)c1. The product is N#CCNc1ccc(Cl)c(Cl)c1. Reaction SMILES: [CH2:14]([Cl:15])[Cl:16].[CH3:17][c:18]1[cH:19][cH:20][cH:21][cH:22][cH:23]1.[Cl:1][CH2:2][C:3]#[N:4].[NH2:5][c:6]1[cH:7][cH:8][c:9]([Cl:10])[c:11]([Cl:12])[cH:13]1>>[CH2:2]([C:3]#[N:4])[NH:5][c:6]1[cH:7][cH:8][c:9]([Cl:10])[c:11]([Cl:12])[cH:13]1. Reactants: [Li+].[OH-] (LiOH), C(C)OC(C(C)(C)NC(=O)NC1=NC=NC(=C1)C1=C(C=CC=C1)OC)=O (2-{3-[6-(2-methoxy-phenyl)-pyrimidin-4-yl]-ureido}-2-methyl-propionic acid ethyl ester). Run in O (water), C1CCOC1 (THF), O (water). Run at time 2 hour. Yields the product COC1=C(C=CC=C1)C1=CC(=NC=N1)NC(NC(C(=O)O)(C)C)=O (2-{3-[6-(2-methoxy-phenyl)-pyrimidin-4-yl]-ureido}-2-methyl-propionic acid). Reaction SMILES: C([O:3][C:4](=[O:26])[C:5]([NH:8][C:9]([NH:11][C:12]1[CH:17]=[C:16]([C:18]2[CH:23]=[CH:22][CH:21]=[CH:20][C:19]=2[O:24][CH3:25])[N:15]=[CH:14][N:13]=1)=[O:10])([CH3:7])[CH3:6])C.[Li+].[OH-]>C1COCC1.O>[CH3:25][O:24][C:19]1[CH:20]=[CH:21][CH:22]=[CH:23][C:18]=1[C:16]1[N:15]=[CH:14][N:13]=[C:12]([NH:11][C:9](=[O:10])[NH:8][C:5]([CH3:6])([CH3:7])[C:4]([OH:26])=[O:3])[CH:17]=1 |f:1.2|. Reported procedure: To a solution of 2-{3-[6-(2-methoxy-phenyl)-pyrimidin-4-yl]-ureido}-2-methyl-propionic acid ethyl ester (LVI) (370 mg, 1.03 mmol) in a mixture of THF and water (1:1) was added a solution of LiOH (87.0 mg, 2.06 mmol) in water at ice bath temperature over 10 min and then allowed to stir for two hours at room temperature. THF was evaporated and the aqueous solution was acidified with 2N HCl. This aqueous phase was then extracted with ethyl acetate (2×100 ml), the combined organic phases were washed... The yield is 102.5%. Solvent: CO (methanol). Conditions: time 24 hour. Reported procedure: 10% palladium carbon (40 mg) was added to a solution of 2-(6-hydroxy-4-methylbenzofuran-3-yl)acetic acid (200 mg) in methanol (3 mL), and the mixture was stirred at room temperature for 24 hours under a hydrogen atmosphere. The insoluble matter was filtered off, and then, the obtained filtrate was concentrated under reduced pressure to obtain the title compound (207 mg). The reagents and catalysts are [C].[Pd] (palladium carbon). Reactants: OC1=CC2=C(C(=CO2)CC(=O)O)C(=C1)C (2-(6-hydroxy-4-methylbenzofuran-3-yl)acetic acid). Product: OC1=CC2=C(C(CO2)CC(=O)O)C(=C1)C (2-(6-Hydroxy-4-methyl-2,3-dihydrobenzofuran-3-yl)acetic acid). As a reaction SMILES: [OH:1][C:2]1[CH:14]=[C:13]([CH3:15])[C:5]2[C:6]([CH2:9][C:10]([OH:12])=[O:11])=[CH:7][O:8][C:4]=2[CH:3]=1>CO.[C].[Pd]>[OH:1][C:2]1[CH:14]=[C:13]([CH3:15])[C:5]2[CH:6]([CH2:9][C:10]([OH:12])=[O:11])[CH2:7][O:8][C:4]=2[CH:3]=1 |f:2.3|.